Dataset: the Open Reaction Database (ORD), a public repository of structured organic reaction records. Task: describe an organic reaction: reactants, conditions, products, and yield Reactants: C([O-])(O)=O.[Na+] (sodium bicarbonate), Cl.COC=1C=CC=2C[C@@H]3[C@@]4([C@H](CC(C[C@@]4(C2C1)CCN3)=O)C)OC (3,14-Dimethoxy-8β-methylmorphinan-6-one Hydrochloride), C1(CC1)CBr (cyclopropylmethyl bromide). Solvent: CN(C=O)C (dimethylformamide). Reported procedure: A slurry was made by the addition of sodium bicarbonate (1.24 g, 14.8 mol) to a solution of 3,14-dimethoxy-8β-methylmorphinan-6-one hydrochloride (37) (1.3 g, 3.7 mmol) and cyclopropylmethyl bromide (1 ml, 10.7 mmol) in 25 ml of dimethylformamide. This reaction mixture was heated at 100° C. under a nitrogen atmosphere, and after 16 hours the reaction mixture was cooled, sodium bicarbonate was removed by suction filtration and the filter cake washed thoroughly with dimethylformamide. After remova... Conditions: temperature 100 celsius. Yields the product Cl.C1(CC1)CN1[C@H]2[C@@]3([C@H](CC(C[C@@]3(C=3C=C(C=CC3C2)OC)CC1)=O)C)OC (17-Cyclopropylmethyl-3,14-dimethoxy-8β-methylmorphinan-6-one Hydrochloride). As a reaction SMILES: C(=O)(O)[O-].[Na+].[ClH:6].[CH3:7][O:8][C:9]1[CH:10]=[CH:11][C:12]2[CH2:13][C@H:14]3[NH:25][CH2:24][CH2:23][C@@:20]4([C:21]=2[CH:22]=1)[C@@:15]3([O:28][CH3:29])[C@@H:16]([CH3:27])[CH2:17][C:18](=[O:26])[CH2:19]4.[CH:30]1([CH2:33]Br)[CH2:32][CH2:31]1>CN(C)C=O>[ClH:6].[CH:30]1([CH2:33][N:25]2[CH2:24][CH2:23][C@@:20]34[C:21]5[CH:22]=[C:9]([O:8][CH3:7])[CH:10]=[CH:11][C:12]=5[CH2:13][C@@H:14]2[C@:15]3([O:28][CH3:29])[C@@H:16]([CH3:27])[CH2:17][C:18](=[O:26])[CH2:19]4)[CH2:32][CH2:31]1 |f:0.1,2.3,6.7|. The reactants are CC1=C(C(=O)O)C(=CC=C1)C (2,6-dimethylbenzoic acid), C(C)(C)N (isopropylamine). Yields the product C(C)(C)NC(C1=C(C=CC=C1C)C)=O (N-isopropyl-2,6-dimethylbenzamide). RXN SMILES: [CH3:1][C:2]1[CH:10]=[CH:9][CH:8]=[C:7]([CH3:11])[C:3]=1[C:4]([OH:6])=O.[CH:12]([NH2:15])([CH3:14])[CH3:13]>>[CH:12]([NH:15][C:4](=[O:6])[C:3]1[C:7]([CH3:11])=[CH:8][CH:9]=[CH:10][C:2]=1[CH3:1])([CH3:14])[CH3:13]. Reported procedure: Using Preparation Method 1, 2,6-dimethylbenzoic acid was reacted with isopropylamine. The resulting reaction mixture was purified using SiO2 with CH2Cl2/MeOH 99:1. A white crystalline solid was obtained (73%). NMR 1H (ppm, CDCl3): 7.15-7.10 (m, 1H), 6.99 (d, J3=7.57 Hz, 2H), 5.44 (br. s., 1H), 4.40-4.24 (m, 1H), 2.31 (s, 6H), 1.24 (d, J3=6.58 Hz, 6H).